The task is: describe an organic reaction: reactants, conditions, products, and yield. This data is from the Open Reaction Database (ORD), a public repository of structured organic reaction records. Reactants: C(C)(=O)SCC(C(=O)N1[C@H](C(=O)O)CCC1)CC(=O)OC (1-[3-(Acetylthio)-2-(methoxycarbonylmethyl)propanoyl]-L-proline), [Cl-].[Na+] (sodium chloride), Cl (hydrochloric acid). Solvent: O (water), N (ammonia). Run at time 20 minute. The product is SCC(C(=O)N1[C@H](C(=O)O)CCC1)CC(=O)OC (1-[3-Mercapto-2-(methoxycarbonylmethyl)propanoyl]-L-proline). RXN SMILES: C([S:4][CH2:5][CH:6]([CH2:17][C:18]([O:20][CH3:21])=[O:19])[C:7]([N:9]1[CH2:16][CH2:15][CH2:14][C@H:10]1[C:11]([OH:13])=[O:12])=[O:8])(=O)C.Cl.[Cl-].[Na+]>O.N>[SH:4][CH2:5][CH:6]([CH2:17][C:18]([O:20][CH3:21])=[O:19])[C:7]([N:9]1[CH2:16][CH2:15][CH2:14][C@H:10]1[C:11]([OH:13])=[O:12])=[O:8] |f:2.3|. Procedure: 1-[3-(Acetylthio)-2-(methoxycarbonylmethyl)propanoyl]-L-proline (2.1 g.) is dissolved in a mixture of water (35 ml.) and concentrated ammonia (35 ml.) under a blanket of argon. After 20 minutes, the solution is chilled in an ice bath, made acidic with concentrated hydrochloric acid, saturated with sodium chloride and extracted with ethyl acetate. The organic layer is dried and concentrated to dryness in vacuo to yield 1.1 g. of 1-[3-mercapto-2-(methoxycarbonylmethyl)propanoyl]-L-proline that is ...